This data is from the Open Reaction Database (ORD), a public repository of structured organic reaction records. The task is: describe an organic reaction: reactants, conditions, products, and yield The reactants are ClC=1C=CC(=NC1)CO ((5-chloropyridin-2-yl)methanol), C1(=CC=CC=C1)P(C1=CC=CC=C1)C1=CC=CC=C1 (triphenylphosphine), C(Br)(Br)(Br)Br (carbon tetrabromide). Run in C(Cl)Cl (DCM), C(Cl)Cl (DCM). Conditions: time 2 hour. Product: BrCC1=NC=C(C=C1)Cl (2-(bromomethyl)-5-chloropyridine). Isolated yield 16.8%. As a reaction SMILES: [Cl:1][C:2]1[CH:3]=[CH:4][C:5]([CH2:8]O)=[N:6][CH:7]=1.C1(P(C2C=CC=CC=2)C2C=CC=CC=2)C=CC=CC=1.C(Br)(Br)(Br)[Br:30]>C(Cl)Cl>[Br:30][CH2:8][C:5]1[CH:4]=[CH:3][C:2]([Cl:1])=[CH:7][N:6]=1. Reported procedure: To a 0° C. solution of (5-chloropyridin-2-yl)methanol Part D (10 mg, 0.070 mmol) and triphenylphosphine (32.9 mg, 0.125 mmol) in DCM (0.170 mL) was added a solution of carbon tetrabromide (31.4 mg, 0.095 mmol) in DCM (0.084 mL) dropwise. The mixture was stirred at RT for 2.0 h at which point the solvent was removed in vacuo and the crude product was subjected to flash chromatography (silica gel/DCM-EtOAc 100:0 to 0:100 gradient) to afford 2-(bromomethyl)-5-chloropyridine 16E (2.4 mg, 16.8% yield... The reactants are CCCC(=O)Nc1nn(COCC[Si](C)(C)C)c2cc(Cl)c(Br)cc12, CCOC(C)=O, [Na+], [Na+], O=C([O-])[O-], C1COCCO1, O, c1ccc(P(c2ccccc2)(c2ccccc2)[Pd](P(c2ccccc2)(c2ccccc2)c2ccccc2)(P(c2ccccc2)(c2ccccc2)c2ccccc2)P(c2ccccc2)(c2ccccc2)c2ccccc2)cc1, OB(O)c1ccoc1. Yields the product CCCC(=O)Nc1nn(COCC[Si](C)(C)C)c2cc(Cl)c(-c3ccoc3)cc12. RXN SMILES: [Br:9][c:10]1[cH:11][c:12]2[c:13]([NH:28][C:29]([CH2:30][CH2:31][CH3:32])=[O:33])[n:14][n:15]([CH2:20][O:21][CH2:22][CH2:23][Si:24]([CH3:25])([CH3:26])[CH3:27])[c:16]2[cH:17][c:18]1[Cl:19].[CH3:47][CH2:48][O:49][C:50](=[O:51])[CH3:52].[Na+:34].[Na+:35].[O-:36][C:37](=[O:38])[O-:39].[O:40]1[CH2:41][CH2:42][O:43][CH2:44][CH2:45]1.[OH2:46].[cH:53]1[cH:54][cH:55][c:56]([P:57]([Pd:58]([P:59]([c:60]2[cH:61][cH:62][cH:63][cH:64][cH:65]2)([c:66]2[cH:67][cH:68][cH:69][cH:70][cH:71]2)[c:72]2[cH:73][cH:74][cH:75][cH:76][cH:77]2)([P:78]([c:79]2[cH:80][cH:81][cH:82][cH:83][cH:84]2)([c:85]2[cH:86][cH:87][cH:88][cH:89][cH:90]2)[c:91]2[cH:92][cH:93][cH:94][cH:95][cH:96]2)[P:97]([c:98]2[cH:99][cH:100][cH:101][cH:102][cH:103]2)([c:104]2[cH:105][cH:106][cH:107][cH:108][cH:109]2)[c:110]2[cH:111][cH:112][cH:113][cH:114][cH:115]2)([c:116]2[cH:117][cH:118][cH:119][cH:120][cH:121]2)[c:122]2[cH:123][cH:124][cH:125][cH:126][cH:127]2)[cH:128][cH:129]1.[o:1]1[cH:2][c:3]([B:6]([OH:7])[OH:8])[cH:4][cH:5]1>>[o:1]1[cH:2][c:3](-[c:10]2[cH:11][c:12]3[c:13]([NH:28][C:29]([CH2:30][CH2:31][CH3:32])=[O:33])[n:14][n:15]([CH2:20][O:21][CH2:22][CH2:23][Si:24]([CH3:25])([CH3:26])[CH3:27])[c:16]3[cH:17][c:18]2[Cl:19])[cH:4][cH:5]1. Starting materials: C(C)(C)(C)OC(=O)N1[C@H](C[C@H](C1)O[Si](C)(C)C(C)(C)C)C(NC1=C(C=C(C=C1)Br)F)=O ((2R,4R)-2-(4-Bromo-2-fluoro-phenylcarbamoyl)-4-(tert-butyl-dimethyl-silanyloxy)-pyrrolidine-1-carboxylic acid tert-butyl ester), tetrakistriphenylphosphine palladium(0), CSC1=C(C=CC=C1)B(O)O (2-(methylthio)benzene boronic acid), C(=O)([O-])[O-].[Na+].[Na+] (Na2CO3). The reagents and catalysts are [Br-].C(CCC)[N+](CCCC)(CCCC)CCCC (tetrabutylammonium bromide). Solvent: CCOC(=O)C (EtOAc), C1(=CC=CC=C1)C (toluene). The product is C(C)(C)(C)OC(=O)N1[C@H](C[C@H](C1)O[Si](C)(C)C(C)(C)C)C(NC1=C(C=C(C=C1)C1=C(C=CC=C1)SC)F)=O ((2R,4R)-4-(tert-Butyl-dimethyl-silanyloxy)-2-(3-fluoro-2′-methylsulfanyl-biphenyl-4-ylcarbamoyl)-pyrrolidine-1-carboxylic acid tert-butyl ester). As a reaction SMILES: [C:1]([O:5][C:6]([N:8]1[CH2:12][C@H:11]([O:13][Si:14]([C:17]([CH3:20])([CH3:19])[CH3:18])([CH3:16])[CH3:15])[CH2:10][C@@H:9]1[C:21](=[O:31])[NH:22][C:23]1[CH:28]=[CH:27][C:26](Br)=[CH:25][C:24]=1[F:30])=[O:7])([CH3:4])([CH3:3])[CH3:2].[CH3:32][S:33][C:34]1[CH:39]=[CH:38][CH:37]=[CH:36][C:35]=1B(O)O.C([O-])([O-])=O.[Na+].[Na+]>[Br-].C([N+](CCCC)(CCCC)CCCC)CCC.C1(C)C=CC=CC=1.CCOC(C)=O>[C:1]([O:5][C:6]([N:8]1[CH2:12][C@H:11]([O:13][Si:14]([C:17]([CH3:20])([CH3:19])[CH3:18])([CH3:16])[CH3:15])[CH2:10][C@@H:9]1[C:21](=[O:31])[NH:22][C:23]1[CH:28]=[CH:27][C:26]([C:35]2[CH:36]=[CH:37][CH:38]=[CH:39][C:34]=2[S:33][CH3:32])=[CH:25][C:24]=1[F:30])=[O:7])([CH3:4])([CH3:3])[CH3:2] |f:2.3.4,5.6|. Procedure: (2R,4R)-2-(4-Bromo-2-fluoro-phenylcarbamoyl)-4-(tert-butyl-dimethyl-silanyloxy)-pyrrolidine-1-carboxylic acid tert-butyl ester (0.95 g, 1.84 mmol), 2-(methylthio)benzene boronic acid (0.37 g, 2.2 mmol), and tetrabutylammonium bromide (30 mg, 0.09 mmol) were combined in 15 mL toluene, added 2 mL of a 2M aqueous Na2CO3 solution followed by tetrakistriphenylphosphine palladium(0) (0.11 g, 0.09 mmol). Heated reaction at reflux for 5 hours, cooled, dissolved in EtOAc (100 mL), washed with water (3×50...